From a dataset of the Open Reaction Database (ORD), a public repository of structured organic reaction records. describe an organic reaction: reactants, conditions, products, and yield The reactants are [O-]B([O-])Oc1ccc(N2CCOCC2)cc1, COC(=O)C1=Cc2cc(Br)ccc2N(C(=O)OC)CC1, O=C([O-])[O-], Cc1ccccc1, CCO, [K+], [K+], c1ccc(P(c2ccccc2)(c2ccccc2)[Pd](P(c2ccccc2)(c2ccccc2)c2ccccc2)(P(c2ccccc2)(c2ccccc2)c2ccccc2)P(c2ccccc2)(c2ccccc2)c2ccccc2)cc1. Product: COC(=O)C1=Cc2cc(-c3ccc(N4CCOCC4)cc3)ccc2N(C(=O)OC)CC1. Reaction SMILES: [B:21]([O-:22])([O-:35])[O:36][c:23]1[cH:24][cH:25][c:26]([N:29]2[CH2:30][CH2:31][O:32][CH2:33][CH2:34]2)[cH:27][cH:28]1.[Br:1][c:2]1[cH:3][cH:4][c:5]2[c:6]([cH:20]1)[CH:7]=[C:8]([C:16](=[O:17])[O:18][CH3:19])[CH2:9][CH2:10][N:11]2[C:12](=[O:13])[O:14][CH3:15].[C:37](=[O:38])([O-:39])[O-:40].[CH3:123][c:124]1[cH:125][cH:126][cH:127][cH:128][cH:129]1.[CH3:43][CH2:44][OH:45].[K+:41].[K+:42].[cH:46]1[cH:47][cH:48][c:49]([P:50]([Pd:51]([P:52]([c:53]2[cH:54][cH:55][cH:56][cH:57][cH:58]2)([c:59]2[cH:60][cH:61][cH:62][cH:63][cH:64]2)[c:65]2[cH:66][cH:67][cH:68][cH:69][cH:70]2)([P:71]([c:72]2[cH:73][cH:74][cH:75][cH:76][cH:77]2)([c:78]2[cH:79][cH:80][cH:81][cH:82][cH:83]2)[c:84]2[cH:85][cH:86][cH:87][cH:88][cH:89]2)[P:90]([c:91]2[cH:92][cH:93][cH:94][cH:95][cH:96]2)([c:97]2[cH:98][cH:99][cH:100][cH:101][cH:102]2)[c:103]2[cH:104][cH:105][cH:106][cH:107][cH:108]2)([c:109]2[cH:110][cH:111][cH:112][cH:113][cH:114]2)[c:115]2[cH:116][cH:117][cH:118][cH:119][cH:120]2)[cH:121][cH:122]1>>[c:2]1(-[c:23]2[cH:24][cH:25][c:26]([N:29]3[CH2:30][CH2:31][O:32][CH2:33][CH2:34]3)[cH:27][cH:28]2)[cH:3][cH:4][c:5]2[c:6]([cH:20]1)[CH:7]=[C:8]([C:16](=[O:17])[O:18][CH3:19])[CH2:9][CH2:10][N:11]2[C:12](=[O:13])[O:14][CH3:15].